Dataset: the Open Reaction Database (ORD), a public repository of structured organic reaction records. Task: describe an organic reaction: reactants, conditions, products, and yield Reactants: B, COB(OC)OC, CSC, COC(=O)C1CC1C(=O)O, [Cl-], Cl, [Na+], C1CCOC1. Yields the product COC(=O)C1CC1CO. As a reaction SMILES: [BH3:4].[CH3:15][O:16][B:17]([O:18][CH3:19])[O:20][CH3:21].[CH3:1][S:2][CH3:3].[CH3:5][O:6][C:7](=[O:8])[CH:9]1[CH:10]([C:12](=[O:13])[OH:14])[CH2:11]1.[Cl-:23].[ClH:24].[Na+:22].[O:25]1[CH2:26][CH2:27][CH2:28][CH2:29]1>>[CH3:5][O:6][C:7](=[O:8])[CH:9]1[CH:10]([CH2:12][OH:13])[CH2:11]1.